From a dataset of the Open Reaction Database (ORD), a public repository of structured organic reaction records. describe an organic reaction: reactants, conditions, products, and yield Reactants: O=C([O-])[O-], CN(C)C=O, [Cl-], [K+], [K+], O, c1ccc([P+](Cc2ccccn2)(c2ccccc2)c2ccccc2)cc1, COc1cc(COc2cc(C=O)n(-c3ccccc3)n2)ccc1OCc1nc(-c2ccco2)oc1C. Yields the product COc1cc(COc2cc(C=Cc3ccccn3)n(-c3ccccc3)n2)ccc1OCc1nc(-c2ccco2)oc1C. Reaction SMILES: [C:64](=[O:65])([O-:66])[O-:67].[CH3:70][N:71]([CH3:72])[CH:73]=[O:74].[Cl-:37].[K+:68].[K+:69].[OH2:75].[n:38]1[c:39]([CH2:44][P+:45]([c:46]2[cH:47][cH:48][cH:49][cH:50][cH:51]2)([c:52]2[cH:53][cH:54][cH:55][cH:56][cH:57]2)[c:58]2[cH:59][cH:60][cH:61][cH:62][cH:63]2)[cH:40][cH:41][cH:42][cH:43]1.[o:1]1[c:2](-[c:6]2[o:7][c:8]([CH3:36])[c:9]([CH2:11][O:12][c:13]3[c:14]([O:34][CH3:35])[cH:15][c:16]([CH2:17][O:18][c:19]4[n:20][n:21](-[c:26]5[cH:27][cH:28][cH:29][cH:30][cH:31]5)[c:22]([CH:24]=[O:25])[cH:23]4)[cH:32][cH:33]3)[n:10]2)[cH:3][cH:4][cH:5]1>>[o:1]1[c:2](-[c:6]2[o:7][c:8]([CH3:36])[c:9]([CH2:11][O:12][c:13]3[c:14]([O:34][CH3:35])[cH:15][c:16]([CH2:17][O:18][c:19]4[n:20][n:21](-[c:26]5[cH:27][cH:28][cH:29][cH:30][cH:31]5)[c:22]([CH:24]=[CH:44][c:39]5[n:38][cH:43][cH:42][cH:41][cH:40]5)[cH:23]4)[cH:32][cH:33]3)[n:10]2)[cH:3][cH:4][cH:5]1. Product: Cc1ccc2cc3n(c2c1)C(C)CN(C(=O)OC(C)(C)C)C3. As a reaction SMILES: [C:1]([CH3:2])([CH3:3])([CH3:4])[O:5][C:6](=[O:7])[N:8]1[CH2:9][c:10]2[n:11]([c:12]3[cH:13][c:14]([CH3:20])[c:15]([Br:19])[cH:16][c:17]3[cH:18]2)[CH:21]([CH3:23])[CH2:22]1.[CH3:26][CH2:27][OH:28].[H:24][H:25]>>[C:1]([CH3:2])([CH3:3])([CH3:4])[O:5][C:6](=[O:7])[N:8]1[CH2:9][c:10]2[n:11]([c:12]3[cH:13][c:14]([CH3:20])[cH:15][cH:16][c:17]3[cH:18]2)[CH:21]([CH3:23])[CH2:22]1. Starting materials: Cc1cc2c(cc1Br)cc1n2C(C)CN(C(=O)OC(C)(C)C)C1, CCO, [H][H]. Starting materials: C(C)OC(=O)C1CCC=2NC3=CC=CC=C3C2C1 (2,3,4,9-tetrahydro-1H-carbazole-3-carboxylic acid ethyl ester), O.[OH-].[Li+] (Lithium hydroxide hydrate). Solvent: C1CCOC1 (THF). Reaction conditions: time 48 hour. Yields the product C1CC(CC=2C3=CC=CC=C3NC12)C(=O)O (2,3,4,9-tetrahydro-1H-carbazole-3-carboxylic acid). Isolated yield 0.1%. RXN SMILES: C([O:3][C:4]([CH:6]1[CH2:18][C:17]2[C:16]3[C:11](=[CH:12][CH:13]=[CH:14][CH:15]=3)[NH:10][C:9]=2[CH2:8][CH2:7]1)=[O:5])C.O.[OH-].[Li+]>C1COCC1>[CH2:8]1[C:9]2[NH:10][C:11]3[C:16](=[CH:15][CH:14]=[CH:13][CH:12]=3)[C:17]=2[CH2:18][CH:6]([C:4]([OH:5])=[O:3])[CH2:7]1 |f:1.2.3|. Procedure details: 2,3,4,9-tetrahydro-1H-carbazole-3-carboxylic acid ethyl ester (34.5 g, 142 mol) was dissolved in 375 mL of THF. Lithium hydroxide hydrate (23.8 g, 566 mmol) was added. The mixture was stirred at room temperature 48 h, at which time TLC showed complete consumption of starting ester. The mixture was acidified with 1 N HCl and was extracted with ethyl acetate. The organic layer was washed with brine, then was dried over sodium sulfate, filtered, and concentrated in vacuo to afford 30.4 g (99%) of t... Reactants: C(#N)C=1C(OC(C1C)(C)C)=C(C#N)C#N (2-(3-cyano-4,5,5-trimethyl-5H-furan-2-ylidene)-malononitrile), C(C)(C)(C)[SiH2]OC(C1OC=2C(OC1)=C(SC2C=O)C=CC2=CC=C(C=C2)N(CCO)CC)(C)C (3-(tert-butyl-dimethyl-silanyloxymethyl)-7-(2-{4-[ethyl-(2-hydroxy-ethyl)-amino]-phenyl}-vinyl)-2,3-dihydro-thieno[3,4-b][1,4]dioxine-5-carbaldehyde), O (water). Reagents/catalysts: N1CCCCC1 (piperidine). Solvent: C(Cl)(Cl)Cl (chloroform), C(Cl)(Cl)Cl (chloroform). Conditions: time 2 hour. The product is C(C)(C)(C)[SiH2]OC(C1OC=2C(OC1)=C(SC2C=CC2=C(C(OC2(C)C)=C(C#N)C#N)C#N)C=CC2=CC=C(C=C2)N(CCO)CC)(C)C (2-(4-{2-[3-(tert-butyl-dimethyl-silanyloxymethyl)7-(2-{4-[ethyl-(2-hydroxy-ethyl)-amino]-phenyl}-vinyl)-2,3-dihydro-thieno-[3,4-b][1,4]dioxin-5-yl]-vinyl}-3-cyano-5,5-dimethyl-5H-furan-2-ylidene)-malononitrile). Isolated yield 31.3%. RXN SMILES: [C:1]([C:3]1[C:4](=[C:11]([C:14]#[N:15])[C:12]#[N:13])[O:5][C:6]([CH3:10])([CH3:9])[C:7]=1[CH3:8])#[N:2].[C:16]([SiH2:20][O:21][C:22]([CH3:49])([CH3:48])[CH:23]1[CH2:28][O:27][C:26]2=[C:29]([CH:34]=[CH:35][C:36]3[CH:41]=[CH:40][C:39]([N:42]([CH2:46][CH3:47])[CH2:43][CH2:44][OH:45])=[CH:38][CH:37]=3)[S:30][C:31]([CH:32]=O)=[C:25]2[O:24]1)([CH3:19])([CH3:18])[CH3:17].O>N1CCCCC1.C(Cl)(Cl)Cl>[C:16]([SiH2:20][O:21][C:22]([CH3:48])([CH3:49])[CH:23]1[CH2:28][O:27][C:26]2=[C:29]([CH:34]=[CH:35][C:36]3[CH:37]=[CH:38][C:39]([N:42]([CH2:46][CH3:47])[CH2:43][CH2:44][OH:45])=[CH:40][CH:41]=3)[S:30][C:31]([CH:32]=[CH:8][C:7]3[C:6]([CH3:9])([CH3:10])[O:5][C:4](=[C:11]([C:12]#[N:13])[C:14]#[N:15])[C:3]=3[C:1]#[N:2])=[C:25]2[O:24]1)([CH3:17])([CH3:19])[CH3:18]. Procedure: 15 mL of anyhdrous chloroform was added to 1.99 g (0.010 mol) of 2-(3-cyano-4,5,5-trimethyl-5H-furan-2-ylidene)-malononitrile, and 2.91 g of 4 (0.007 mol). Once in solution, 5 drops of piperidine were added and the reaction mixture was stirred at reflux. The reaction went to completion in 2 h. The crude reaction mixture was poured into water, and an equal amount of chloroform was added. The organic layered was washed three times with water, dried over MgSO4, and filtered. The solvent was removed... Reactants: FC(C1=CC=C2C(=CC=NC2=C1)O)(F)F (7-Trifluoromethyl-4-quinolinol), ClCCCl (1,2-dichloroethane), C(=O)([O-])[O-].[K+].[K+] (K2CO3), [OH-].[K+] (KOH). Reagents/catalysts: CCCC[N+](CCCC)(CCCC)CCCC.[Br-] (TBABr). The solvent is O (H2O), O (water). Reaction conditions: temperature 75 celsius, time 5 hour. Yields the product ClCCOC1=CC=NC2=CC(=CC=C12)C(F)(F)F (4-(2-Chloroethoxy)-7-(trifluoromethyl)quinoline). Isolated yield 23.7%. Reaction SMILES: [F:1][C:2]([F:15])([F:14])[C:3]1[CH:12]=[C:11]2[C:6]([C:7]([OH:13])=[CH:8][CH:9]=[N:10]2)=[CH:5][CH:4]=1.[Cl:16][CH2:17][CH2:18]Cl.C([O-])([O-])=O.[K+].[K+].[OH-].[K+]>CCCC[N+](CCCC)(CCCC)CCCC.[Br-].O>[Cl:16][CH2:17][CH2:18][O:13][C:7]1[C:6]2[C:11](=[CH:12][C:3]([C:2]([F:1])([F:14])[F:15])=[CH:4][CH:5]=2)[N:10]=[CH:9][CH:8]=1 |f:2.3.4,5.6,7.8|. Procedure details: 7-Trifluoromethyl-4-quinolinol (500 mg, 2.3 mmol) and 1,2-dichloroethane (11.6 g, 11.7 mmol) were charged in a 50 ml round-bottomed flask equipped with a magnetic stirrer. TBABr (370 mg, 1.2 mmol), K2CO3 (950 mg, 6.9 mmol), KOH (760 mg, 11.5 mmol) and water (6 mL) were added and the reaction mixture was stirred for 5 h at 70-80° C. The reaction mixture was poured in 50 mL of H2O and extracted with CH2Cl2 (150 mL). The organic layer was washed with water (30 mL), brine (2×10 mL), dried over MgSO4...